Task: describe an organic reaction: reactants, conditions, products, and yield. Dataset: the Open Reaction Database (ORD), a public repository of structured organic reaction records Reactants: BrC(=C[C@@H]1CC[C@H](CC1)CC[C@@H]1CC[C@H](CC1)CCCCC)Br (trans-1-(2,2-dibromovinyl)-4-[2-(trans-4-pentylcyclohexyl)ethyl]cyclohexane), solution, C(CCC)[Li] (butyl lithium), O (water). Solvent: O1CCCC1 (tetrahydrofuran), CCCCCC (hexane). Run at temperature -78 celsius, time 2 hour. Product: residue, C(#C)[C@@H]1CC[C@H](CC1)CC[C@@H]1CC[C@H](CC1)CCCCC (trans-1-ethynyl-4-[2-(trans-4-pentylcyclohexyl)ethyl]cyclohexane). The yield is 86.5%. Reaction SMILES: Br[C:2](Br)=[CH:3][C@H:4]1[CH2:9][CH2:8][C@H:7]([CH2:10][CH2:11][C@H:12]2[CH2:17][CH2:16][C@H:15]([CH2:18][CH2:19][CH2:20][CH2:21][CH3:22])[CH2:14][CH2:13]2)[CH2:6][CH2:5]1.C([Li])CCC.O>O1CCCC1.CCCCCC>[C:3]([C@H:4]1[CH2:9][CH2:8][C@H:7]([CH2:10][CH2:11][C@H:12]2[CH2:13][CH2:14][C@H:15]([CH2:18][CH2:19][CH2:20][CH2:21][CH3:22])[CH2:16][CH2:17]2)[CH2:6][CH2:5]1)#[CH:2]. Procedure: A solution of 2.66 g of trans-1-(2,2-dibromovinyl)-4-[2-(trans-4-pentylcyclohexyl)ethyl]cyclohexane in 120 ml of absolute tetrahydrofuran was placed at -78° C. in a sulphonation flask under argon gasification and treated within 10 minutes with 15.2 ml of a 0.1N solution of butyl lithium in hexane. After completion of the addition, the mixture was stirred at -78° C. for a further 2 hours, then poured into 100 ml of water and extracted three times with 100 ml of petroleum ether each time. The orga... Reactants: 13, Cl.FC=1C=C(C=CC1)C(O)C1=CC2=C(NC(=N2)C)C=C1 (α-(3-fluorophenyl)-2-methyl-1H-benzimidazole-5-methanol monohydrochloride), S(=O)(Cl)Cl (thionyl chloride). Conditions: time 8 hour. The product is 12, Cl.ClC(C1=CC2=C(NC(=N2)C)C=C1)C1=CC(=CC=C1)F (5-[chloro(3-fluorophenyl)methyl]-2-methyl-1H-benzimidazole monohydrochloride). The yield is 86.8%. RXN SMILES: [ClH:1].[F:2][C:3]1[CH:4]=[C:5]([CH:9]([C:11]2[CH:20]=[CH:19][C:14]3[NH:15][C:16]([CH3:18])=[N:17][C:13]=3[CH:12]=2)O)[CH:6]=[CH:7][CH:8]=1.S(Cl)([Cl:23])=O>>[ClH:23].[Cl:1][CH:9]([C:5]1[CH:6]=[CH:7][CH:8]=[C:3]([F:2])[CH:4]=1)[C:11]1[CH:20]=[CH:19][C:14]2[NH:15][C:16]([CH3:18])=[N:17][C:13]=2[CH:12]=1 |f:0.1,3.4|. Procedure details: (b-1) A mixture of 13 parts of α-(3-fluorophenyl)-2-methyl-1H-benzimidazole-5-methanol monohydrochloride and 81 parts of thionyl chloride was stirred overnight at room temperature. The reaction mixture was concentrated to dry, yielding 12 parts (86.8%) of 5-[chloro(3-fluorophenyl)methyl]-2-methyl-1H-benzimidazole monohydrochloride as a residue (int. 45). Yields the product CCCc1cnn(C)c1-c1cc(C(=O)O)sc1C. The reactants are CCCc1cnn(C)c1-c1cc(C(=O)OC)sc1C, [Na+], C1CCOC1, [OH-]. As a reaction SMILES: [CH3:1][c:2]1[c:3](-[c:11]2[c:12]([CH2:17][CH2:18][CH3:19])[cH:13][n:14][n:15]2[CH3:16])[cH:4][c:5]([C:7](=[O:8])[O:9][CH3:10])[s:6]1.[Na+:21].[O:22]1[CH2:23][CH2:24][CH2:25][CH2:26]1.[OH-:20]>>[CH3:1][c:2]1[c:3](-[c:11]2[c:12]([CH2:17][CH2:18][CH3:19])[cH:13][n:14][n:15]2[CH3:16])[cH:4][c:5]([C:7](=[O:8])[OH:9])[s:6]1. Starting materials: [Na].ClC1=C(C=C(C(=C1)Cl)O)NNC=O (formic acid N'-(2,4-dichloro-5-hydroxyphenyl)-hydrazide sodium salt), CO (methanol), CC(=O)C (acetone), benzene sulfonic acid-(2-propargyl)ester, [OH-].[Na+] (Sodium hydroxide). Solvent: O (water). Run at temperature 40 celsius. Product: ClC1=C(C=C(C(=C1)Cl)OCC#C)NNC=O (Formic acid N'-(2,4-dichloro-5-(2-propinyloxy)-phenyl)hydrazide). As a reaction SMILES: [Na].[Cl:2][C:3]1[CH:8]=[C:7]([Cl:9])[C:6]([OH:10])=[CH:5][C:4]=1[NH:11][NH:12][CH:13]=[O:14].[OH-].[Na+].CO.[CH3:19][C:20]([CH3:22])=O>O>[Cl:2][C:3]1[CH:8]=[C:7]([Cl:9])[C:6]([O:10][CH2:22][C:20]#[CH:19])=[CH:5][C:4]=1[NH:11][NH:12][CH:13]=[O:14] |f:0.1,2.3,^1:0|. Procedure details: A stirred suspension of formic acid N'-(2,4-dichloro-5-hydroxyphenyl)-hydrazide sodium salt (1.1 g, 5 mmol) in a mixture of 25 ml acetone and 25 ml water is reacted at room temperature with benzene sulfonic acid-(2-propargyl)ester (1.01 g, 5 mmol). Sodium hydroxide solution (0,2 g, 5 mmol in 5 ml water) is added dropwise within 30 minutes so that the pH value lies between 9.5 and 10. The result is reacted with 10 ml methanol to produce a clear solution. This is heated to 40° C. for 30 minutes du... The reactants are N1(CCCC1)CCN1C(CCC2=CC=CC=C12)=O (1-(2-(pyrrolidin-1-yl)ethyl)-3,4-dihydroquinolin-2(1H)-one), [H-].[H-].[H-].[H-].[Li+].[Al+3] (LiAlH4), [O-]S(=O)(=O)[O-].[Na+].[Na+] (Na2SO4), [OH-].[Na+] (NaOH). Solvent: C1CCOC1 (THF). Conditions: time 1 day. The product is N1(CCCC1)CCN1CCCC2=CC=CC=C12 (1-(2-(pyrrolidin-1-yl)ethyl)-1,2,3,4-tetrahydroquinoline). Yield: 85.2%. As a reaction SMILES: [N:1]1([CH2:6][CH2:7][N:8]2[C:17]3[C:12](=[CH:13][CH:14]=[CH:15][CH:16]=3)[CH2:11][CH2:10][C:9]2=O)[CH2:5][CH2:4][CH2:3][CH2:2]1.[H-].[H-].[H-].[H-].[Li+].[Al+3].[OH-].[Na+].[O-]S([O-])(=O)=O.[Na+].[Na+]>C1COCC1>[N:1]1([CH2:6][CH2:7][N:8]2[C:17]3[C:12](=[CH:13][CH:14]=[CH:15][CH:16]=3)[CH2:11][CH2:10][CH2:9]2)[CH2:2][CH2:3][CH2:4][CH2:5]1 |f:1.2.3.4.5.6,7.8,9.10.11|. Procedure: A solution of 1-(2-(pyrrolidin-1-yl)ethyl)-3,4-dihydroquinolin-2(1H)-one (700 mg, 2.87 mmol) in 12 mL anhydrous THF was treated with LiAlH4 (218 mg, 5.73 mmol) portionwise. The suspension was stirred at room temperature for 1 day. After this time, the mixture was cooled to 0° C. and treated with 2 mL 1N NaOH dropwise with rapid stirring. After stirring for 30 minutes, the suspension was treated with Na2SO4 and filtered. The filter cake was rinsed with CH2Cl2 (150 mL total). The filtrate was conc... Reactants: O=[Ag], CCC1C=C(C)CC(C)CC(OC)C2OC(O)(C(=O)C(=O)N3CCCCC3C(=O)OC(C(C)=CC3CCC(N=[N+]=[N-])C(O)C3)C(C)CCC1=O)C(C)CC2OC, CI. Product: CCC1C=C(C)CC(C)CC(OC)C2OC(O)(C(=O)C(=O)N3CCCCC3C(=O)OC(C(C)=CC3CCC(N=[N+]=[N-])C(OC)C3)C(C)CCC1=O)C(C)CC2OC. Reaction SMILES: [Ag:59]=[O:60].[CH2:1]([CH3:2])[CH:3]1[C:4](=[O:56])[CH2:5][CH2:6][CH:7]([CH3:55])[CH:8]([C:42](=[CH:43][CH:44]2[CH2:45][CH:46]([OH:53])[CH:47]([N:50]=[N+:51]=[N-:52])[CH2:48][CH2:49]2)[CH3:54])[O:9][C:10](=[O:41])[CH:11]2[CH2:12][CH2:13][CH2:14][CH2:15][N:16]2[C:17](=[O:40])[C:18](=[O:39])[C:19]2([OH:38])[CH:20]([CH3:37])[CH2:21][CH:22]([O:35][CH3:36])[CH:23]([CH:24]([O:32][CH3:33])[CH2:25][CH:26]([CH3:31])[CH2:27][C:28]([CH3:30])=[CH:29]1)[O:34]2.[CH3:57][I:58]>>[CH2:1]([CH3:2])[CH:3]1[C:4](=[O:56])[CH2:5][CH2:6][CH:7]([CH3:55])[CH:8]([C:42](=[CH:43][CH:44]2[CH2:45][CH:46]([O:53][CH3:57])[CH:47]([N:50]=[N+:51]=[N-:52])[CH2:48][CH2:49]2)[CH3:54])[O:9][C:10](=[O:41])[CH:11]2[CH2:12][CH2:13][CH2:14][CH2:15][N:16]2[C:17](=[O:40])[C:18](=[O:39])[C:19]2([OH:38])[CH:20]([CH3:37])[CH2:21][CH:22]([O:35][CH3:36])[CH:23]([CH:24]([O:32][CH3:33])[CH2:25][CH:26]([CH3:31])[CH2:27][C:28]([CH3:30])=[CH:29]1)[O:34]2. Starting materials: ClC1=NC=C(C(=O)OC)C=C1 (methyl 6-chloronicotinate), CN1N=NC(=C1CO)C1=NC=CC=C1 ((3-methyl-5-pyridin-2-yl-3H-[1,2,3]triazol-4-yl)-methanol), [H-].[Na+] (NaH), O (water). The solvent is C1CCOC1 (THF), C1CCOC1 (THF), C1CCOC1 (THF). Run at time 30 minute. Yields the product COC(C1=CN=C(C=C1)OCC=1N(N=NC1C1=NC=CC=C1)C)=O (6-(3-Methyl-5-pyridin-2-yl-3H-[1,2,3]-triazol-4-ylmethoxy)-nicotinic acid methyl ester). The yield is 77.4%. Reaction SMILES: [CH3:1][N:2]1[C:6]([CH2:7][OH:8])=[C:5]([C:9]2[CH:14]=[CH:13][CH:12]=[CH:11][N:10]=2)[N:4]=[N:3]1.[H-].[Na+].Cl[C:18]1[CH:27]=[CH:26][C:21]([C:22]([O:24][CH3:25])=[O:23])=[CH:20][N:19]=1.O>C1COCC1>[CH3:25][O:24][C:22](=[O:23])[C:21]1[CH:26]=[CH:27][C:18]([O:8][CH2:7][C:6]2[N:2]([CH3:1])[N:3]=[N:4][C:5]=2[C:9]2[CH:14]=[CH:13][CH:12]=[CH:11][N:10]=2)=[N:19][CH:20]=1 |f:1.2|. Procedure: A solution of (3-methyl-5-pyridin-2-yl-3H-[1,2,3]triazol-4-yl)-methanol (158 mg, 0.83 mmol) in THF (2.4 mL) was added dropwise at 0° C. to a suspension of NaH (60% in oil, 40 mg, 0.91 mmol) in THF (1.2 mL) and the reaction mixture was then stirred at room temperature for 30 min. Then a solution of methyl 6-chloronicotinate (157 mg, 0.91 mmol) in THF (2.4 mL) was added dropwise at 0° C. and the reaction mixture stirred at room temperature for 18 h. The mixture was then poured into water extracted...